Task: describe an organic reaction: reactants, conditions, products, and yield. Dataset: the Open Reaction Database (ORD), a public repository of structured organic reaction records The reactants are CCN=C=NCCCN(C)C, Cc1noc(-c2ccccc2)c1CCC(=O)O, CN(C)C=O, Cl, CCOP(=O)(Cc1ccc(N)cc1)OCC, O, O, On1nnc2ccccc21. Yields the product CCOP(=O)(Cc1ccc(NC(=O)CCc2c(C)noc2-c2ccccc2)cc1)OCC. Reaction SMILES: [CH2:46]([N:47]=[C:48]=[N:49][CH2:50][CH2:51][CH2:52][N:53]([CH3:54])[CH3:55])[CH3:56].[CH3:17][c:18]1[n:19][o:20][c:21](-[c:28]2[cH:29][cH:30][cH:31][cH:32][cH:33]2)[c:22]1[CH2:23][CH2:24][C:25](=[O:26])[OH:27].[CH3:58][N:59]([CH3:60])[CH:61]=[O:62].[ClH:45].[NH2:1][c:2]1[cH:3][cH:4][c:5]([CH2:6][P:7]([O:8][CH2:9][CH3:10])([O:11][CH2:12][CH3:13])=[O:14])[cH:15][cH:16]1.[OH2:34].[OH2:57].[OH:35][n:36]1[c:37]2[cH:38][cH:39][cH:40][cH:41][c:42]2[n:43][n:44]1>>[NH:1]([c:2]1[cH:3][cH:4][c:5]([CH2:6][P:7]([O:8][CH2:9][CH3:10])([O:11][CH2:12][CH3:13])=[O:14])[cH:15][cH:16]1)[C:25]([CH2:24][CH2:23][c:22]1[c:18]([CH3:17])[n:19][o:20][c:21]1-[c:28]1[cH:29][cH:30][cH:31][cH:32][cH:33]1)=[O:26]. The reactants are O=C([O-])[O-], Cc1cc(OCc2ccccc2)ccc1[N+](=O)[O-], CCO, Cl, [K+], [K+], [Zn]. Yields the product Cc1cc(OCc2ccccc2)ccc1N. Reaction SMILES: [C:20](=[O:21])([O-:22])[O-:23].[CH2:2]([c:3]1[cH:4][cH:5][cH:6][cH:7][cH:8]1)[O:9][c:10]1[cH:11][c:12]([CH3:19])[c:13]([N+:16]([O-:17])=[O:18])[cH:14][cH:15]1.[CH3:26][CH2:27][OH:28].[ClH:1].[K+:24].[K+:25].[Zn:29]>>[CH2:2]([c:3]1[cH:4][cH:5][cH:6][cH:7][cH:8]1)[O:9][c:10]1[cH:11][c:12]([CH3:19])[c:13]([NH2:16])[cH:14][cH:15]1. Reactants: sodium tert.-amylate, C1(=CC=CC=C1)C (toluene), CC1C(CCC1)=O (2-methylcyclopentanone), BrCC(=O)OCC (ethyl bromoacetate). Run in C1=CC=CC=C1 (benzene). Run at time 3 hour. Yields the product C(C)OC(CC1(C(CCC1)=O)C)=O (1-methyl-2-oxocyclopentane acetic acid ethyl ester). RXN SMILES: C1(C)C=CC=CC=1.[CH3:8][CH:9]1[CH2:13][CH2:12][CH2:11][C:10]1=[O:14].Br[CH2:16][C:17]([O:19][CH2:20][CH3:21])=[O:18]>C1C=CC=CC=1>[CH2:20]([O:19][C:17](=[O:18])[CH2:16][C:9]1([CH3:8])[CH2:13][CH2:12][CH2:11][C:10]1=[O:14])[CH3:21]. Procedure: A solution of sodium tert.-amylate in toluene (70 ml, 0.1 mole) is added dropwise with stirring under an atmosphere of nitrogen to a solution of 2-methylcyclopentanone (9.8 g, 0.1 mole) and ethyl bromoacetate (16.7 g, 0.1 mole) in dry benzene (100 ml). The reaction is exothermic, a precipitate is formed, and the mixture turns yellow-orange. Stirring is continued for 3 hrs. at room temperature, the solution is washed with 1% HCl, cold water, and brine, dried over anhydrous magnesium sulfate and t... Starting materials: O=C(O)CCc1ccc(Cl)cc1, O=S(Cl)Cl, c1ccccc1. Product: O=C(Cl)CCc1ccc(Cl)cc1. Reaction SMILES: [Cl:1][c:2]1[cH:3][cH:4][c:5]([CH2:8][CH2:9][C:10](=[O:11])[OH:12])[cH:6][cH:7]1.[S:13]([Cl:14])([Cl:15])=[O:16].[cH:17]1[cH:18][cH:19][cH:20][cH:21][cH:22]1>>[Cl:1][c:2]1[cH:3][cH:4][c:5]([CH2:8][CH2:9][C:10](=[O:12])[Cl:15])[cH:6][cH:7]1. Starting materials: CCCc1c(OCCOCCOCCOCCOc2c(C(C)=O)ccc(OCCCC(=O)OCC)c2CCC)ccc(C(C)=O)c1O, Cc1ccccc1, CCOC(C)=O, CO, [Na+], [OH-]. Product: CCCc1c(OCCOCCOCCOCCOc2c(C(C)=O)ccc(OCCCC(=O)O)c2CCC)ccc(C(C)=O)c1O. As a reaction SMILES: [CH2:1]([CH3:2])[O:3][C:4]([CH2:5][CH2:6][CH2:7][O:8][c:9]1[c:10]([CH2:44][CH2:45][CH3:46])[c:11]([O:18][CH2:19][CH2:20][O:21][CH2:22][CH2:23][O:24][CH2:25][CH2:26][O:27][CH2:28][CH2:29][O:30][c:31]2[c:32]([CH2:41][CH2:42][CH3:43])[c:33]([OH:40])[c:34]([C:37]([CH3:38])=[O:39])[cH:35][cH:36]2)[c:12]([C:15]([CH3:16])=[O:17])[cH:13][cH:14]1)=[O:47].[CH3:48][c:49]1[cH:50][cH:51][cH:52][cH:53][cH:54]1.[CH3:55][CH2:56][O:57][C:58](=[O:59])[CH3:60].[CH3:63][OH:64].[Na+:62].[OH-:61]>>[O:3]=[C:4]([CH2:5][CH2:6][CH2:7][O:8][c:9]1[c:10]([CH2:44][CH2:45][CH3:46])[c:11]([O:18][CH2:19][CH2:20][O:21][CH2:22][CH2:23][O:24][CH2:25][CH2:26][O:27][CH2:28][CH2:29][O:30][c:31]2[c:32]([CH2:41][CH2:42][CH3:43])[c:33]([OH:40])[c:34]([C:37]([CH3:38])=[O:39])[cH:35][cH:36]2)[c:12]([C:15]([CH3:16])=[O:17])[cH:13][cH:14]1)[OH:47]. Reactants: CCO, CC(=O)O, O=c1cc(O)cc(-c2ccccc2)o1, Sc1ccccc1. Yields the product O=c1oc(-c2ccccc2)cc(O)c1CSc1ccccc1. Reaction SMILES: [CH3:15][CH2:16][OH:17].[CH3:25][C:26](=[O:27])[OH:28].[OH:1][c:2]1[cH:3][c:4](=[O:14])[o:5][c:6](-[c:8]2[cH:9][cH:10][cH:11][cH:12][cH:13]2)[cH:7]1.[SH:18][c:19]1[cH:20][cH:21][cH:22][cH:23][cH:24]1>>[OH:1][c:2]1[c:3]([CH2:15][S:18][c:19]2[cH:20][cH:21][cH:22][cH:23][cH:24]2)[c:4](=[O:14])[o:5][c:6](-[c:8]2[cH:9][cH:10][cH:11][cH:12][cH:13]2)[cH:7]1.